describe an organic reaction: reactants, conditions, products, and yield From a dataset of the Open Reaction Database (ORD), a public repository of structured organic reaction records. Reactants: IC1=C(C(=C(C(=C1C(=O)[O-])I)I)C(=O)[O-])I.[Na+].[Na+] (Di-sodium tetra-iodoterephthalate), [I-].[Na+] (sodium iodide), ClC(CO)C (2-chloropropanol), Bis-1-hydroxy-2-propyl ester. The solvent is CN(C=O)C (dimethylformamide). Product: IC1=C(C(=C(C(=C1C(=O)O)I)I)C(=O)O)I (tetra-iodoterephthalic acid). Yield: 60.0%. Reaction SMILES: [I:1][C:2]1[C:7]([C:8]([O-:10])=[O:9])=[C:6]([I:11])[C:5]([I:12])=[C:4]([C:13]([O-:15])=[O:14])[C:3]=1[I:16].[Na+].[Na+].[I-].[Na+].ClC(C)CO>CN(C)C=O>[I:1][C:2]1[C:7]([C:8]([OH:10])=[O:9])=[C:6]([I:11])[C:5]([I:12])=[C:4]([C:13]([OH:15])=[O:14])[C:3]=1[I:16] |f:0.1.2,3.4|. Procedure: 21.4 g Di-sodium tetra-iodoterephthalate, 0.5 g sodium iodide, and 10 g 2-chloropropanol were heated with stirring in 150 ml dimethylformamide at 100° C for 10 hours. The solvent was distilled off, and the residue was suspended in water and purified as described in Example 1. 14.15 g Bis-1-hydroxy-2-propyl ester of tetra-iodoterephthalic acid (60% yield) was recovered. It melted and decomposed at about 225° C. Reactants: [H-].[Al+3].[Li+].[H-].[H-].[H-] (lithium aluminum hydride), FC=1C=C(C=CC1F)C(CCO)CNC(=O)OCC (3-(3,4-difluorophenyl)4-(ethoxycarbonylamino)-1-butanol), S(=O)(=O)([O-])[O-].[Na+].[Na+] (sodium sulfate). The solvent is C1CCOC1 (THF), C1CCOC1 (THF). Reaction conditions: time 1 hour. Yields the product FC=1C=C(C=CC1F)C(CCO)CNC (3(3,4-Difluorophenyl)-N-methyl-4-amino-1-butanol). Isolated yield 74.6%. RXN SMILES: [H-].[Al+3].[Li+].[H-].[H-].[H-].[F:7][C:8]1[CH:9]=[C:10]([CH:15]([CH2:19][NH:20][C:21](OCC)=O)[CH2:16][CH2:17][OH:18])[CH:11]=[CH:12][C:13]=1[F:14].S([O-])([O-])(=O)=O.[Na+].[Na+]>C1COCC1>[F:7][C:8]1[CH:9]=[C:10]([CH:15]([CH2:19][NH:20][CH3:21])[CH2:16][CH2:17][OH:18])[CH:11]=[CH:12][C:13]=1[F:14] |f:0.1.2.3.4.5,7.8.9|. Procedure details: To a stirred cooled (−10° C.) mixture of lithium aluminum hydride (2.46 g, 65 mmol) and dry THF (50 mL) was added dropwise a solution of 3-(3,4-difluorophenyl)4-(ethoxycarbonylamino)-1-butanol (8.85 g, 32.4 mmol) in THF (40 mL). The solution was heated under reflux for 1.25 h, cooled (ice bath) and saturated sodium sulfate (150 mL) solution was added dropwise. The mixture was stirred at room temperature for 1 hr, filtered through diatomaceous earth, washed with THF and the solvent removed in vac... Starting materials: [F-].[K+] (KF), I(=O)(=O)C=1C=C(C(=O)NCC(=O)OCC2=CC=CC=C2)C=CC1[N+](=O)[O-] (benzyl 2-(3-iodyl-4-nitrobenzamido)acetate), C1COCCOCCOCCOCCOCCO1 (18-crown-6), C(C)#N (acetonitrile). Solvent: CCOC(=O)C (EtOAc). Yields the product FC=1C=C(C(=O)NCC(=O)OCC2=CC=CC=C2)C=CC1[N+](=O)[O-] (Benzyl 2-(3-fluoro-4-nitrobenzamido)acetate). The yield is 61.0%. RXN SMILES: [F-:1].[K+].I([C:6]1[CH:7]=[C:8]([CH:23]=[CH:24][C:25]=1[N+:26]([O-:28])=[O:27])[C:9]([NH:11][CH2:12][C:13]([O:15][CH2:16][C:17]1[CH:22]=[CH:21][CH:20]=[CH:19][CH:18]=1)=[O:14])=[O:10])(=O)=O.C1OCCOCCOCCOCCOCCOC1.C(#N)C>CCOC(C)=O>[F:1][C:6]1[CH:7]=[C:8]([CH:23]=[CH:24][C:25]=1[N+:26]([O-:28])=[O:27])[C:9]([NH:11][CH2:12][C:13]([O:15][CH2:16][C:17]1[CH:22]=[CH:21][CH:20]=[CH:19][CH:18]=1)=[O:14])=[O:10] |f:0.1|. Reported procedure: A mixture of spray-dried KF (614 mg, 10.59 mmol), intermediate 7 (1 g, 2.12 mmol), 18-crown-6 (40 mg) and dry acetonitrile (20 mL) was refluxed for 40 min. After completion of reaction (TLC), the mixture was diluted with EtOAc (75 mL). The solution was successively washed with water (50 mL) and brine (50 mL) and dried over anhyd Na2SO4. The solution was filtered and evaporated the solvent. The residue was chromatographed over silica gel column using chloroform:hexane (75:25) as eluents to give t... Reported procedure: In the same manner as described in preparation 1, 5-bromo-m-xylene was allowed to react with chlorotriphenylsilane, and afforded TPSIX. The yield and properties are summarized in Table 1. As a reaction SMILES: Br[C:2]1[CH:3]=[C:4]([CH3:9])[CH:5]=[C:6]([CH3:8])[CH:7]=1.Cl[Si:11]([C:24]1[CH:29]=[CH:28][CH:27]=[CH:26][CH:25]=1)([C:18]1[CH:23]=[CH:22][CH:21]=[CH:20][CH:19]=1)[C:12]1[CH:17]=[CH:16][CH:15]=[CH:14][CH:13]=1>>[C:24]1([Si:11]([C:12]2[CH:13]=[CH:14][CH:15]=[CH:16][CH:17]=2)([C:18]2[CH:23]=[CH:22][CH:21]=[CH:20][CH:19]=2)[C:2]2[CH:3]=[C:4]([CH3:9])[CH:5]=[C:6]([CH3:8])[CH:7]=2)[CH:25]=[CH:26][CH:27]=[CH:28][CH:29]=1. The product is C1(=CC=CC=C1)[Si](C=1C=C(C=C(C1)C)C)(C1=CC=CC=C1)C1=CC=CC=C1 (5-Tripenylsilyl-m-xylene). Reactants: BrC=1C=C(C=C(C1)C)C (5-bromo-m-xylene), Cl[Si](C1=CC=CC=C1)(C1=CC=CC=C1)C1=CC=CC=C1 (chlorotriphenylsilane). Reactants: C=CC(=O)OC, C=CCCN(c1nc2oc(-c3ccc(C)cc3)c(C(=O)NC)c2cc1C1CC1)S(C)(=O)=O, ClCCl. Yields the product CNC(=O)c1c(-c2ccc(C)cc2)oc2nc(N(CCC=CC(=O)OC)S(C)(=O)=O)c(C3CC3)cc12. RXN SMILES: [C:1]([CH:2]=[CH2:3])(=[O:4])[O:5][CH3:6].[CH3:7][NH:8][C:9](=[O:10])[c:11]1[c:12](-[c:32]2[cH:33][cH:34][c:35]([CH3:38])[cH:36][cH:37]2)[o:13][c:14]2[n:15][c:16]([N:23]([S:24](=[O:25])(=[O:26])[CH3:27])[CH2:28][CH2:29][CH:30]=[CH2:31])[c:17]([CH:20]3[CH2:21][CH2:22]3)[cH:18][c:19]12.[Cl:39][CH2:40][Cl:41]>>[C:1]([CH:2]=[CH:3][CH2:29][CH2:28][N:23]([c:16]1[n:15][c:14]2[o:13][c:12](-[c:32]3[cH:33][cH:34][c:35]([CH3:38])[cH:36][cH:37]3)[c:11]([C:9]([NH:8][CH3:7])=[O:10])[c:19]2[cH:18][c:17]1[CH:20]1[CH2:21][CH2:22]1)[S:24](=[O:25])(=[O:26])[CH3:27])(=[O:4])[O:5][CH3:6]. The reactants are ClCCCC#N (4-chlorobutanenitrile), FC1=CC=C(C=C1)C(=O)C1CCNCC1 ((4-fluorophenyl)(4-piperidinyl)methanone), C([O-])([O-])=O.[Na+].[Na+] (sodium carbonate). The solvent is CC(CC(C)=O)C (4-methyl-2-pentanone). Product: FC1=CC=C(C(=O)C2CCN(CC2)CCCC#N)C=C1 (4-(4-fluorobenzoyl)-1-piperidinebutanenitrile). Reaction SMILES: Cl[CH2:2][CH2:3][CH2:4][C:5]#[N:6].[F:7][C:8]1[CH:13]=[CH:12][C:11]([C:14]([CH:16]2[CH2:21][CH2:20][NH:19][CH2:18][CH2:17]2)=[O:15])=[CH:10][CH:9]=1.C(=O)([O-])[O-].[Na+].[Na+]>CC(C)CC(=O)C>[F:7][C:8]1[CH:13]=[CH:12][C:11]([C:14]([CH:16]2[CH2:21][CH2:20][N:19]([CH2:2][CH2:3][CH2:4][C:5]#[N:6])[CH2:18][CH2:17]2)=[O:15])=[CH:10][CH:9]=1 |f:2.3.4|. Reported procedure: A mixture of 5 parts of 4-chlorobutanenitrile, 10 parts of (4-fluorophenyl)(4-piperidinyl)methanone, 10 parts of sodium carbonate and 200 parts of 4-methyl-2-pentanone was stirred and refluxed overnight. The reaction mixture was filtered and the filtrate was evaporated. The oily residue was crystallized from 2,2'-oxybispropane. The product was filtered off and recrystallized from 2,2'-oxybispropane, yielding 6.1 parts of 4-(4-fluorobenzoyl)-1-piperidinebutanenitrile; mp. 100° C. (5). Reactants: C(C)(C)(C)OC(=O)N1CCC(CC1)C(=O)O (1-(tert-butoxycarbonyl) piperidine-4-carboxylic acid), C(=O)(C=1NC=CN1)C=1NC=CN1 (carbonyl diimidazole), N1=C(C=CC=C1)C(N)=NN (pyridine-2-carbohydrazonamide). Solvent: ClCCl (dichloromethane), O (water). Conditions: time 3 hour. Product: N\C(=N/NC(=O)C1CCN(CC1)C(=O)OC(C)(C)C)\C1=NC=CC=C1 (tert-butyl 4-({(2Z)-2-[amino(pyridin-2-yl) methylidene]hydrazinyl}carbonyl)piperidine-1-carboxylate). Reaction SMILES: [C:1]([O:5][C:6]([N:8]1[CH2:13][CH2:12][CH:11]([C:14]([OH:16])=O)[CH2:10][CH2:9]1)=[O:7])([CH3:4])([CH3:3])[CH3:2].C(C1NC=CN=1)(C1NC=CN=1)=O.[N:29]1[CH:34]=[CH:33][CH:32]=[CH:31][C:30]=1[C:35](=[N:37][NH2:38])[NH2:36]>ClCCl.O>[NH2:36]/[C:35](/[C:30]1[CH:31]=[CH:32][CH:33]=[CH:34][N:29]=1)=[N:37]\[NH:38][C:14]([CH:11]1[CH2:10][CH2:9][N:8]([C:6]([O:5][C:1]([CH3:2])([CH3:3])[CH3:4])=[O:7])[CH2:13][CH2:12]1)=[O:16]. Procedure details: To as solution of 1-(tert-butoxycarbonyl) piperidine-4-carboxylic acid 37 g (167 mM) in dichloromethane (300 ml) is added carbonyl diimidazole (1 eq.) in small portion over a period of 30 min. pyridine-2-carbohydrazonamide is then added to reaction mixture and stirred at room temperature for 3 hrs. Dichloromethane is evaporated and reaction mass is then stirred in water for 30 min. solid precipitated is filtered and dried to afford the desired compound.